This data is from the Open Reaction Database (ORD), a public repository of structured organic reaction records. The task is: describe an organic reaction: reactants, conditions, products, and yield Reagents/catalysts: C=1C=CC(=CC1)/C=C/C(=O)/C=C/C2=CC=CC=C2.C=1C=CC(=CC1)/C=C/C(=O)/C=C/C2=CC=CC=C2.C=1C=CC(=CC1)/C=C/C(=O)/C=C/C2=CC=CC=C2.[Pd].[Pd] (tris(dibenzylideneacetone)dipalladium). Run at temperature 95 celsius, time 12 hour. Reactants: ClC1=CC=CC2=C1N=C(S2)C=2C(=NC(=NC2OC)N2CCOCC2)N[C@H]2CN(CCC2)C(=O)OC(C)(C)C (tert-butyl (3R)-3-[[5-(4-chloro-1,3-benzothiazol-2-yl)-6-methoxy-2-(morpholin-4-yl)pyrimidin-4-yl]amino]piperidine-1-carboxylate), o-biphenyl(t-Bu)2P, N[C@H]1[C@H](CCCC1)N (cis-1,2-diaminocyclohexane), CC(C)(C)[O-].[Na+] (sodium 2-methylpropan-2-olate). Reported procedure: Into a 50-mL round-bottom flask purged and maintained with an inert atmosphere of nitrogen was placed tert-butyl (3R)-3-[[5-(4-chloro-1,3-benzothiazol-2-yl)-6-methoxy-2-(morpholin-4-yl)pyrimidin-4-yl]amino]piperidine-1-carboxylate (180.0 mg, 0.32 mmol, 1.00 equiv), cis-1,2-diaminocyclohexane (109.9 mg, 0.96 mmol, 3.00 equiv), sodium 2-methylpropan-2-olate (61.5 mg, 0.64 mmol, 2.00 equiv) and toluene (8.0 mL). tris(dibenzylideneacetone)dipalladium (30.0 mg, 0.03 mmol, 0.10 equiv), and o-biphenyl(... Solvent: C1(=CC=CC=C1)C (toluene). Reaction SMILES: Cl[C:2]1[C:7]2[N:8]=[C:9]([C:11]3[C:12]([NH:25][C@@H:26]4[CH2:31][CH2:30][CH2:29][N:28]([C:32]([O:34][C:35]([CH3:38])([CH3:37])[CH3:36])=[O:33])[CH2:27]4)=[N:13][C:14]([N:19]4[CH2:24][CH2:23][O:22][CH2:21][CH2:20]4)=[N:15][C:16]=3[O:17][CH3:18])[S:10][C:6]=2[CH:5]=[CH:4][CH:3]=1.[NH2:39][C@@H:40]1[CH2:45][CH2:44][CH2:43][CH2:42][C@@H:41]1[NH2:46].CC([O-])(C)C.[Na+]>C1C=CC(/C=C/C(/C=C/C2C=CC=CC=2)=O)=CC=1.C1C=CC(/C=C/C(/C=C/C2C=CC=CC=2)=O)=CC=1.C1C=CC(/C=C/C(/C=C/C2C=CC=CC=2)=O)=CC=1.[Pd].[Pd].C1(C)C=CC=CC=1>[NH2:39][C@H:40]1[CH2:45][CH2:44][CH2:43][CH2:42][C@H:41]1[NH:46][C:2]1[C:7]2[N:8]=[C:9]([C:11]3[C:12]([NH:25][C@@H:26]4[CH2:31][CH2:30][CH2:29][N:28]([C:32]([O:34][C:35]([CH3:38])([CH3:37])[CH3:36])=[O:33])[CH2:27]4)=[N:13][C:14]([N:19]4[CH2:24][CH2:23][O:22][CH2:21][CH2:20]4)=[N:15][C:16]=3[O:17][CH3:18])[S:10][C:6]=2[CH:5]=[CH:4][CH:3]=1 |f:2.3,4.5.6.7.8|. The product is N[C@@H]1[C@@H](CCCC1)NC1=CC=CC2=C1N=C(S2)C=2C(=NC(=NC2OC)N2CCOCC2)N[C@H]2CN(CCC2)C(=O)OC(C)(C)C ((R)-tert-butyl 3-(5-(4-(cis-2-aminocyclohexylamino)benzo[d]thiazol-2-yl)-6-methoxy-2-morpholinopyrimidin-4-ylamino)piperidine-1-carboxylate).